From a dataset of the Open Reaction Database (ORD), a public repository of structured organic reaction records. describe an organic reaction: reactants, conditions, products, and yield Reactants: compound, C(C)(=O)C1=CC=C(C2=CC=CC=C12)Cl (1-Acetyl-4-chloronaphthalene), Cl[O-].[Na+] (sodium hypochlorite). Run in Cl (hydrochloric acid). Yields the product ClC1=CC=C(C2=CC=CC=C12)C(=O)O (4-Chloro-1-naphthoic acid). Isolated yield 23.0%. As a reaction SMILES: [C:1]([C:4]1[C:13]2[C:8](=[CH:9][CH:10]=[CH:11][CH:12]=2)[C:7]([Cl:14])=[CH:6][CH:5]=1)(=[O:3])C.Cl[O-:16].[Na+]>Cl>[Cl:14][C:7]1[C:8]2[C:13](=[CH:12][CH:11]=[CH:10][CH:9]=2)[C:4]([C:1]([OH:3])=[O:16])=[CH:5][CH:6]=1 |f:1.2|. Procedure: The compound (8.33 g) obtained in (1) above and a 5% sodium hypochlorite solution (380 ml) were stirred with refluxing for 44 hours. The reaction mixture was cooled to room temperature and concentrated hydrochloric acid (10 ml) was dropwise added. The resulting solid was collected by filtration. The obtained solid was subjected to silica gel column chromatography (hexane-ethyl acetate) to give 1.96 g of a red-brown solid (yield 23%). Reactants: FC=1C=C(C=C(C1NS(=O)(=O)C)F)C(C)NC(=O)C=1N=C(OC1)Cl (2-Chloro-oxazole-4-carboxylic acid [1-(3,5-difluoro-4-methanesulfonylamino-phenyl)-ethyl]-amide), C=C1CCC=2C(=CC=CC12)O (1-methylene-indan-4-ol). Yields the product FC=1C=C(C=C(C1NS(=O)(=O)C)F)C(C)NC(=O)C=1N=C(OC1)OC1=C2CCC(C2=CC=C1)=C (2-(1-Methylene-indan-4-yloxy)-oxazole-4-carboxylic acid [1-(3,5-difluoro-4-methanesulfonylamino-phenyl)-ethyl]-amide). The yield is 77.0%. As a reaction SMILES: [F:1][C:2]1[CH:3]=[C:4]([CH:14]([NH:16][C:17]([C:19]2[N:20]=[C:21](Cl)[O:22][CH:23]=2)=[O:18])[CH3:15])[CH:5]=[C:6]([F:13])[C:7]=1[NH:8][S:9]([CH3:12])(=[O:11])=[O:10].[CH2:25]=[C:26]1[C:34]2[CH:33]=[CH:32][CH:31]=[C:30]([OH:35])[C:29]=2[CH2:28][CH2:27]1>>[F:1][C:2]1[CH:3]=[C:4]([CH:14]([NH:16][C:17]([C:19]2[N:20]=[C:21]([O:35][C:30]3[CH:31]=[CH:32][CH:33]=[C:34]4[C:29]=3[CH2:28][CH2:27][C:26]4=[CH2:25])[O:22][CH:23]=2)=[O:18])[CH3:15])[CH:5]=[C:6]([F:13])[C:7]=1[NH:8][S:9]([CH3:12])(=[O:11])=[O:10]. Reported procedure: 2-Chloro-oxazole-4-carboxylic acid [1-(3,5-difluoro-4-methanesulfonylamino-phenyl)-ethyl]-amide (50 mg, 0.13 mmol) was reacted with 1-methylene-indan-4-ol (38 mg, 0.26 mmol) prepared as in example 30 to give the title compound (49 mg, 77%) after purification by column chromatography (gradient 12% to 100% EtOAc in n-hexane).